Dataset: the Open Reaction Database (ORD), a public repository of structured organic reaction records. Task: describe an organic reaction: reactants, conditions, products, and yield Reactants: NC1=C2N=CN(C2=NC=N1)[C@@H]1C=C[C@@H](C1)CO ((1R,cis)-4-(6-Amino-9H-purin-9-yl)-2-cyclopentene-1-methanol), CCN(CC)CCO (DEAE), P(O)(O)(O)=O (phosphoric acid), C(CCC)N(CCCC)CCCC (tri-n-butylamine), C(O)([O-])=O.C(C)[NH+](CC)CC (triethylammonium hydrogen carbonate), P(=O)(Cl)(Cl)Cl (Phosphoryl chloride), C(CCC)N(CCCC)CCCC (tri-n-butylamine). Solvent: P(=O)(OC)(OC)OC (trimethyl phosphate), O (water), CN(C=O)C (dimethyformamide). Conditions: temperature 0 celsius, time 3 hour. Product: ammonium salt, P(O)(=O)(OP(=O)(O)O)OC[C@H]1C=C[C@H](C1)N1C2=NC=NC(=C2N=C1)N ((1R,cis)-4-(6-Amino-9H-purin-9-yl)-2-cyclopentene-1-methanol O-diphosphate). The yield is 37.0%. RXN SMILES: [NH2:1][C:2]1[N:10]=[CH:9][N:8]=[C:7]2[C:3]=1[N:4]=[CH:5][N:6]2[C@H:11]1[CH2:15][C@@H:14]([CH2:16][OH:17])[CH:13]=[CH:12]1.[P:18](Cl)(Cl)(Cl)=[O:19].[P:23](=[O:27])([OH:26])([OH:25])[OH:24].C(N(CCCC)CCCC)CCC.C(=O)([O-])[OH:42].C([NH+](CC)CC)C.CCN(CCO)CC>P(OC)(OC)(OC)=O.CN(C)C=O.O>[P:18]([O:17][CH2:16][C@@H:14]1[CH2:15][C@H:11]([N:6]2[CH:5]=[N:4][C:3]3[C:7]2=[N:8][CH:9]=[N:10][C:2]=3[NH2:1])[CH:12]=[CH:13]1)([O:27][P:23]([OH:26])([OH:25])=[O:24])(=[O:19])[OH:42] |f:4.5|. Procedure: The title molecule was prepared by a modification of the method of Broom (Mishra, N. C. and Broom, A. D., J. Chem. Soc., Chem. Commun., 1991, 1276). (1R,cis)-4-(6-Amino-9H-purin-9-yl)-2-cyclopentene-1-methanol (Example 1, 231 mg, 1.0 mmol) was dissolved in trimethyl phosphate (5 mL). Phosphoryl chloride (0.27 mL, 3.0 mmol) was added to the stirred, cooled (0° C.) solution. After 3 hours, a solution of 86% phosphoric acid (1.14 g, 10 mmol) and tri-n-butylamine (2.4 mL, 10 mmol) in dimethyformamid... Starting materials: C(C1=CC=CC=C1)(=O)NC(=S)NC1=C(C(=O)NC2=CC=CC=C2)C=CC=C1 (2-[[(benzoylamino)thioxomethyl]amino]-N-phenylbenzamide), N (ammonia), OO (hydrogen peroxide). Run in CO (methanol). Reaction conditions: time 8 hour. The product is O=C1N(C(=NC2=CC=CC=C12)NC(C1=CC=CC=C1)=O)C1=CC=CC=C1 (N-(3,4-Dihydro-4-oxo-3-phenyl-2-quinazolinyl)benzamide). Isolated yield 19.5%. RXN SMILES: [C:1]([NH:9][C:10]([NH:12][C:13]1[CH:27]=[CH:26][CH:25]=[CH:24][C:14]=1[C:15]([NH:17][C:18]1[CH:23]=[CH:22][CH:21]=[CH:20][CH:19]=1)=[O:16])=S)(=[O:8])[C:2]1[CH:7]=[CH:6][CH:5]=[CH:4][CH:3]=1.N.OO>CO>[O:16]=[C:15]1[C:14]2[C:13](=[CH:27][CH:26]=[CH:25][CH:24]=2)[N:12]=[C:10]([NH:9][C:1](=[O:8])[C:2]2[CH:7]=[CH:6][CH:5]=[CH:4][CH:3]=2)[N:17]1[C:18]1[CH:23]=[CH:22][CH:21]=[CH:20][CH:19]=1. Procedure details: To a stirred mixture of 11.3 g of the above benzamide, 150 ml of methanolic ammonia and 250 ml of methanol was added, in increments, 25 ml of 30% hydrogen peroxide. After standing overnight, the solid was collected, partially dissolved in 500 ml of hot acetonitrile and filtered. The filtrate was concentrated and chilled, giving 2.0 g of the desired product as white crystals, mp 185°-188° C. The reactants are Br, COc1ccc(C(=O)Cl)cc1C(F)(F)F, CO, c1ccncc1, Nc1nnc(-c2ccc(Oc3cccnc3)cc2)o1. Product: COc1ccc(C(=O)Nc2nnc(-c3ccc(Oc4cccnc4)cc3)o2)cc1C(F)(F)F. As a reaction SMILES: [BrH:1].[CH3:21][O:22][c:23]1[c:24]([C:32]([F:33])([F:34])[F:35])[cH:25][c:26]([C:27](=[O:28])[Cl:29])[cH:30][cH:31]1.[CH3:42][OH:43].[cH:36]1[cH:37][cH:38][n:39][cH:40][cH:41]1.[n:2]1[cH:3][c:4]([O:8][c:9]2[cH:10][cH:11][c:12](-[c:15]3[n:16][n:17][c:18]([NH2:20])[o:19]3)[cH:13][cH:14]2)[cH:5][cH:6][cH:7]1>>[n:2]1[cH:3][c:4]([O:8][c:9]2[cH:10][cH:11][c:12](-[c:15]3[n:16][n:17][c:18]([NH:20][C:27]([c:26]4[cH:25][c:24]([C:32]([F:33])([F:34])[F:35])[c:23]([O:22][CH3:21])[cH:31][cH:30]4)=[O:28])[o:19]3)[cH:13][cH:14]2)[cH:5][cH:6][cH:7]1. Reactants: N1CCC(C(=O)[O-])CC1.C(CCC)[N+](CCCC)(CCCC)CCCC (tetrabutylammonium isonipecotate), FC1=CC=C(C=C1)[N+](=O)[O-] (4-fluoronitrobenzene), C([O-])([O-])=O.[K+].[K+] (potassium carbonate), acid, [OH-].C(CCC)[N+](CCCC)(CCCC)CCCC (tetrabutylammonium hydroxide), Cl (hydrochloric acid). Run in O (Water), CS(=O)C (dimethylsulfoxide), CO (methanol). Reaction conditions: temperature 75 celsius. The product is [N+](=O)([O-])C1=CC=C(C=C1)N1CCC(CC1)C(=O)O (1-(4-nitrophenyl)piperidine-4-carboxylic acid). Isolated yield 87.4%. RXN SMILES: [OH-].C([N+](CCCC)(CCCC)CCCC)CCC.[NH:19]1[CH2:27][CH2:26][CH:22]([C:23]([O-:25])=[O:24])[CH2:21][CH2:20]1.C([N+](CCCC)(CCCC)CCCC)CCC.F[C:46]1[CH:51]=[CH:50][C:49]([N+:52]([O-:54])=[O:53])=[CH:48][CH:47]=1.C(=O)([O-])[O-].[K+].[K+].Cl>CO.CS(C)=O.O>[N+:52]([C:49]1[CH:50]=[CH:51][C:46]([N:19]2[CH2:27][CH2:26][CH:22]([C:23]([OH:25])=[O:24])[CH2:21][CH2:20]2)=[CH:47][CH:48]=1)([O-:54])=[O:53] |f:0.1,2.3,5.6.7|. Procedure: To a suspension of isonipocotic acid (8.3 g, 64 mmol) in methanol (250 mL) is added tetrabutylammonium hydroxide (40% aqueous solution, 42 mL). Solvents were then removed under reduced pressure. Residual water is removed by azeotropic distillation with toluene. The semisolid tetrabutylammonium isonipecotate is dried under high vacuum. To a solution of tetrabutylammonium isonipecotate (64 mmol) in dimethylsulfoxide (150 mL) is added 4-fluoronitrobenzene (7.5 mL, 71 mmol) and potassium carbonate (... Reactants: O (water), C(C)(=O)OC(C)C (isopropyl acetate), NC1=CC(=C(C(=C1C#N)C1=NC=CC=C1)OC)OC (6-amino-3,4-dimethoxy-2-(2-pyridyl)benzonitrile), C(#N)N1CC2=CC=CC(=C2CC1)NS(=O)(=O)C (N-(2-cyano-1,2,3,4-tetrahydro-5-isoquinolyl)methanesulfonamide), sodium t-pentoxide. Run in C(C)#N (acetonitrile), CS(=O)C (DMSO). Run at time 2 hour. The product is NC1=NC(=NC2=CC(=C(C(=C12)C1=NC=CC=C1)OC)OC)N1CC2=CC=CC(=C2CC1)NS(=O)(=O)C (4-amino-2-(5-methanesulfonamido-1,2,3,4-tetrahydro-2-isoquinolyl)-6,7-dimethoxy-5-(2-pyridyl)quinazoline). Isolated yield 87.6%. Reaction SMILES: [NH2:1][C:2]1[C:7]([C:8]#[N:9])=[C:6]([C:10]2[CH:15]=[CH:14][CH:13]=[CH:12][N:11]=2)[C:5]([O:16][CH3:17])=[C:4]([O:18][CH3:19])[CH:3]=1.[C:20]([N:22]1[CH2:31][CH2:30][C:29]2[C:24](=[CH:25][CH:26]=[CH:27][C:28]=2[NH:32][S:33]([CH3:36])(=[O:35])=[O:34])[CH2:23]1)#[N:21].O.C(OC(C)C)(=O)C>CS(C)=O.C(#N)C>[NH2:9][C:8]1[C:7]2[C:2](=[CH:3][C:4]([O:18][CH3:19])=[C:5]([O:16][CH3:17])[C:6]=2[C:10]2[CH:15]=[CH:14][CH:13]=[CH:12][N:11]=2)[N:1]=[C:20]([N:22]2[CH2:31][CH2:30][C:29]3[C:24](=[CH:25][CH:26]=[CH:27][C:28]=3[NH:32][S:33]([CH3:36])(=[O:35])=[O:34])[CH2:23]2)[N:21]=1. Reported procedure: To a stirred solution of 6-amino-3,4-dimethoxy-2-(2-pyridyl)benzonitrile (see Example 2 or 2A, 50 g, 196 mmol) and N-(2-cyano-1,2,3,4-tetrahydro-5-isoquinolyl)methanesulfonamide (see Example 3 or 3A, 63 g, 251 mmol) in DMSO (300 ml) at room temperature, was added sodium-t-pentoxide (64.2 g, 582 mmol) portionwise over 120 minutes keeping the temperature below 30° C. The resulting slurry was then stirred for 2 hours. After this time, water (500 ml) was added over 5 minutes followed by isopropyl ac... The reactants are F[B-](F)(F)F, CCN(C(C)C)C(C)C, NCc1ccc(Cl)c(Nc2nc3cc(C(=O)NC4CCC(C(F)(F)F)CC4)c(OCC(F)F)nc3[nH]2)c1Cl, CC(C)(F)C(=O)O, CN(C)C=O, CN(C)C(On1nnc2ccccc21)=[N+](C)C. The product is CC(C)(F)C(=O)NCc1ccc(Cl)c(Nc2nc3cc(C(=O)NC4CCC(C(F)(F)F)CC4)c(OCC(F)F)nc3[nH]2)c1Cl. As a reaction SMILES: [B-:1]([F:2])([F:3])([F:4])[F:5].[CH:61]([N:62]([CH2:63][CH3:64])[CH:65]([CH3:66])[CH3:67])([CH3:68])[CH3:69].[Cl:23][c:24]1[c:25]([CH2:26][NH2:27])[cH:28][cH:29][c:30]([Cl:60])[c:31]1[NH:32][c:33]1[n:34][c:35]2[c:36]([n:37][c:38]([O:54][CH2:55][CH:56]([F:57])[F:58])[c:39]([C:41]([NH:42][CH:43]3[CH2:44][CH2:45][CH:46]([C:49]([F:50])([F:51])[F:52])[CH2:47][CH2:48]3)=[O:53])[cH:40]2)[nH:59]1.[F:70][C:71]([C:72](=[O:73])[OH:74])([CH3:75])[CH3:76].[O:77]=[CH:78][N:79]([CH3:80])[CH3:81].[n:6]1([O:7][C:8]([N:9]([CH3:10])[CH3:11])=[N+:12]([CH3:13])[CH3:14])[c:15]2[cH:16][cH:17][cH:18][cH:19][c:20]2[n:21][n:22]1>>[Cl:23][c:24]1[c:25]([CH2:26][NH:27][C:72]([C:71]([F:70])([CH3:75])[CH3:76])=[O:73])[cH:28][cH:29][c:30]([Cl:60])[c:31]1[NH:32][c:33]1[n:34][c:35]2[c:36]([n:37][c:38]([O:54][CH2:55][CH:56]([F:57])[F:58])[c:39]([C:41]([NH:42][CH:43]3[CH2:44][CH2:45][CH:46]([C:49]([F:50])([F:51])[F:52])[CH2:47][CH2:48]3)=[O:53])[cH:40]2)[nH:59]1. The reactants are SCCC[Si](OC)(OC)OC (3-mercaptopropyltrimethoxysilane), C(=C)(C)C=1OCCN1 (2-isopropenyloxazoline). Reagents/catalysts: C(C)N(CC)CC (triethylamine). Run at temperature 80 celsius. Product: [SiH4] (silane), O1C(=NCC1)C(CSCCC[Si](OC)(OC)OC)C (6-(2-oxazolinyl)-4-thiaheptyltrimethoxysilane). Reaction SMILES: [SH:1][CH2:2][CH2:3][CH2:4][Si:5]([O:10][CH3:11])([O:8][CH3:9])[O:6][CH3:7].[C:12]([C:15]1[O:16][CH2:17][CH2:18][N:19]=1)([CH3:14])=[CH2:13]>C(N(CC)CC)C>[SiH4:5].[O:16]1[CH2:17][CH2:18][N:19]=[C:15]1[CH:12]([CH3:14])[CH2:13][S:1][CH2:2][CH2:3][CH2:4][Si:5]([O:10][CH3:11])([O:6][CH3:7])[O:8][CH3:9]. Procedure: A mixture of 3-mercaptopropyltrimethoxysilane (19.6 g, 0.1 mol), 2-isopropenyloxazoline (11.1 g, 0.1 mol) and 20 drops of triethylamine was heated under a nitrogen atmosphere at 80° C. overnight. A 3.2 g sample of the resulting mixture was vacuum fractionated (150° C., 0.06 torr) using a Kugelrohr apparatus to give 2.43 g of a clear, colorless distillate of a silane coupling agent (6-(2-oxazolinyl)-4-thiaheptyltrimethoxysilane) having the formula (CH3O)3SiCH2CH2CH2SCH2C (Me) C3 H4NO, where --C3H... Yields the product CCOC(=O)CC1CCC(NC(=O)C(C2CCCCC2)n2c(-c3ccc(Cl)cc3)nc3cc(F)c(F)cc32)CC1. RXN SMILES: [CH2:70]([CH3:71])[O:72][C:73]([CH2:74][CH:75]1[CH2:76][CH2:77][CH:78]([NH2:81])[CH2:79][CH2:80]1)=[O:82].[CH:1]1([CH:2]([n:3]2[c:4]3[cH:5][c:6]([F:7])[c:8]([F:9])[cH:10][c:11]3[n:12][c:13]2-[c:14]2[c:15]([O:16][CH3:17])[n:18][c:19]([O:20][CH3:21])[cH:22][cH:23]2)[C:24]([OH:25])=[O:26])[CH2:27][CH2:28][CH2:29][CH2:30][CH2:31]1.[Cl:32][c:33]1[cH:34][cH:35][c:36](-[c:39]2[n:40][c:41]3[c:42]([n:43]2[CH:44]([C:45](=[O:46])[OH:47])[CH:48]2[CH2:49][CH2:50][CH2:51][CH2:52][CH2:53]2)[cH:54][c:55]([F:59])[c:56]([F:58])[cH:57]3)[cH:37][cH:38]1.[ClH:60].[ClH:69].[NH2:61][CH:62]1[CH2:63][CH2:64][CH:65]([OH:66])[CH2:67][CH2:68]1>>[Cl:32][c:33]1[cH:34][cH:35][c:36](-[c:39]2[n:40][c:41]3[c:42]([n:43]2[CH:44]([C:45](=[O:46])[NH:81][CH:78]2[CH2:77][CH2:76][CH:75]([CH2:74][C:73]([O:72][CH2:70][CH3:71])=[O:82])[CH2:80][CH2:79]2)[CH:48]2[CH2:49][CH2:50][CH2:51][CH2:52][CH2:53]2)[cH:54][c:55]([F:59])[c:56]([F:58])[cH:57]3)[cH:37][cH:38]1. Reactants: CCOC(=O)CC1CCC(N)CC1, COc1ccc(-c2nc3cc(F)c(F)cc3n2C(C(=O)O)C2CCCCC2)c(OC)n1, O=C(O)C(C1CCCCC1)n1c(-c2ccc(Cl)cc2)nc2cc(F)c(F)cc21, Cl, Cl, NC1CCC(O)CC1. Reactants: BrC1=C2CCNC(C2=CC=C1)C (5-Bromo-1-methyl-1,2,3,4-tetrahydro-isoquinoline), C[Sn](C1=NC=CC=C1)(C)C (2-trimethylstannyl-pyridine). Product: CC1NCCC2=C(C=CC=C12)C1=NC=CC=C1 (1-Methyl-5-pyridin-2-yl-1,2,3,4-tetrahydro-isoquinoline). As a reaction SMILES: Br[C:2]1[CH:11]=[CH:10][CH:9]=[C:8]2[C:3]=1[CH2:4][CH2:5][NH:6][CH:7]2[CH3:12].C[Sn](C)(C)[C:15]1[CH:20]=[CH:19][CH:18]=[CH:17][N:16]=1>>[CH3:12][CH:7]1[C:8]2[C:3](=[C:2]([C:15]3[CH:20]=[CH:19][CH:18]=[CH:17][N:16]=3)[CH:11]=[CH:10][CH:9]=2)[CH2:4][CH2:5][NH:6]1. Reported procedure: In close analogy to the procedure described above, 5-Bromo-1-methyl-1,2,3,4-tetrahydro-isoquinoline is reacted with 2-trimethylstannyl-pyridine to provide the title compound. RXN SMILES: [I:1][C:2]1[CH:8]=[CH:7][C:5]([NH2:6])=[C:4]([N+:9]([O-])=O)[CH:3]=1.O.O.[Sn](Cl)Cl>C(O)C>[I:1][C:2]1[CH:8]=[CH:7][C:5]([NH2:6])=[C:4]([NH2:9])[CH:3]=1 |f:1.2.3|. The reactants are IC1=CC(=C(N)C=C1)[N+](=O)[O-] (4-iodo-2-nitroaniline), O.O.[Sn](Cl)Cl (tin dichloride dihydrate). Reported procedure: Commercial 4-iodo-2-nitroaniline was reduced with 5 eq tin dichloride dihydrate in ethanol solution (75° C., 2 h) to give 92% 4-iodo-1,2-phenylenediamine as light red solid. Product: IC1=CC(=C(C=C1)N)N (4-iodo-1,2-phenylenediamine). The solvent is C(C)O (ethanol). The yield is 92.0%.